The task is: describe an organic reaction: reactants, conditions, products, and yield. This data is from the Open Reaction Database (ORD), a public repository of structured organic reaction records. Starting materials: [Cl-].[Cl-].[Ca+2] (CaCl2), BrC1=CC=CC(=N1)C(C)=O (1-(6-bromopyridin-2-yl)ethanone), C(C)C1=C(N)C(=CC=C1)CC (2,6-diethylaniline), CC=1C=CC(=CC1)S(=O)(=O)O (TsOH). The solvent is C1(=CC=CC=C1)C (toluene). The product is BrC1=CC=CC(=N1)C(C)=NC1=C(C=CC=C1CC)CC (N-[1-(6-Bromopyridin-2-yl)ethylidene]-2,6-diethylaniline). As a reaction SMILES: [Br:1][C:2]1[N:7]=[C:6]([C:8](=O)[CH3:9])[CH:5]=[CH:4][CH:3]=1.[CH2:11]([C:13]1[CH:19]=[CH:18][CH:17]=[C:16]([CH2:20][CH3:21])[C:14]=1[NH2:15])[CH3:12].CC1C=CC(S(O)(=O)=O)=CC=1.[Cl-].[Cl-].[Ca+2]>C1(C)C=CC=CC=1>[Br:1][C:2]1[N:7]=[C:6]([C:8](=[N:15][C:14]2[C:16]([CH2:20][CH3:21])=[CH:17][CH:18]=[CH:19][C:13]=2[CH2:11][CH3:12])[CH3:9])[CH:5]=[CH:4][CH:3]=1 |f:3.4.5|. Procedure details: In argon atmosphere, a mixture of 6.00 g (30.0 mmol) of 1-(6-bromopyridin-2-yl)ethanone, 4.69 g (31.5 mmol) of 2,6-diethylaniline, 50 mg of TsOH, and 300 ml of toluene was refluxed for 2-3 h using a Soxhlet apparatus with an extraction thimble filled with anhydrous CaCl2. The reaction mixture was cooled to ambient temperature, passed through a short layer of silica gel 60 (40-63 um), and then evaporated to dryness. The crude product was recrystallized from 50 ml of methanol. Yield 6.20 g (63%) o... The reactants are CC1COC2=C(N1)C=CC(=C2)[N+](=O)[O-] ((±)-3,4-dihydro-3-methyl-7-nitro-2H-1,4-benzoxazine), C(C)=O (acetaldehyde), [BH3-]C#N.[Na+] (NaBH3CN). The product is C(C)N1C(COC2=C1C=CC(=C2)[N+](=O)[O-])C (4-ethyl-3,4-dihydro-3-methyl-7-nitro-2H-1,4-benzoxazine). Yield: 64.8%. As a reaction SMILES: [CH3:1][CH:2]1[NH:7][C:6]2[CH:8]=[CH:9][C:10]([N+:12]([O-:14])=[O:13])=[CH:11][C:5]=2[O:4][CH2:3]1.[CH:15](=O)[CH3:16].[BH3-]C#N.[Na+]>>[CH2:15]([N:7]1[C:6]2[CH:8]=[CH:9][C:10]([N+:12]([O-:14])=[O:13])=[CH:11][C:5]=2[O:4][CH2:3][CH:2]1[CH3:1])[CH3:16] |f:2.3|. Procedure: This compound was prepared by General Method 3 (EXAMPLE 1) from (±)-3,4-dihydro-3-methyl-7-nitro-2H-1,4-benzoxazine (200 mg, 1.0 mmol), acetaldehyde (455 mg, 10.3 mmol) and NaBH3CN (314 mg, 5.0 mmol) to afford 144 mg (63%) of 4-ethyl-3,4-dihydro-3-methyl-7-nitro-2H-1,4-benzoxazine. Data for (±)-4-ethyl-3,4-dihydro-3-methyl-7-nitro-2H-1,4-benzoxazine: Rf 0.80 (3:2 EtOAc:hexanes); 1H NMR (500 MHz, CDCl3) δ 7.80 (dd, 1H, J=8.9, 2.6), 7.66 (d, 1H, J=2.6), 6.55 (d, 1H, J=9.2), 4.07 (dd, 1H, J=10.7,2....